This data is from the Open Reaction Database (ORD), a public repository of structured organic reaction records. The task is: describe an organic reaction: reactants, conditions, products, and yield The reactants are CCN(C(C)C)C(C)C (DIEA), N1CC(C(=O)OCC)CCC1 (Ethyl nipecotate), FC1=CC=C(C(=O)Cl)C=C1 (4-Fluoro-benzoyl chloride). The solvent is C1CCOC1 (THF). Conditions: temperature 0 celsius, time 24 hour. Product: C(C)OC(=O)C1CN(CCC1)C(C1=CC=C(C=C1)F)=O (1-(4-Fluoro-benzoyl)-piperidine-3-carboxylic acid ethyl ester). The yield is 33.0%. As a reaction SMILES: [NH:1]1[CH2:11][CH2:10][CH2:9][CH:3]([C:4]([O:6][CH2:7][CH3:8])=[O:5])[CH2:2]1.CCN(C(C)C)C(C)C.[F:21][C:22]1[CH:30]=[CH:29][C:25]([C:26](Cl)=[O:27])=[CH:24][CH:23]=1>C1COCC1>[CH2:7]([O:6][C:4]([CH:3]1[CH2:9][CH2:10][CH2:11][N:1]([C:26](=[O:27])[C:25]2[CH:29]=[CH:30][C:22]([F:21])=[CH:23][CH:24]=2)[CH2:2]1)=[O:5])[CH3:8]. Procedure details: To a mixture of Ethyl nipecotate (2 g, 12.72 mmol) in THF (25 ml, 0.5M) was added DIEA (4.79 ml, 27.99 mmol). The reaction mixture was cooled to 0° C. and 4-Fluoro-benzoyl chloride (2.5 g-15.76 mmol) was slowly added. The reaction was to go up to R.T and stirred for 24 h. The solution was concentrated and DCM was added following by HCl 1N. The aqueous phase was separated and organic phase was extracted twice with HCl 1N and twice with water, dried over Na2SO4, filtered and concentrated to afford... Yields the product O(C1=CC=CC=C1)C[C@@H]1[C@H](C1)C(=O)N[C@H](C)C1=NC=C(C=C1)OCC(F)(F)F ((1S*,2S*)-2-(phenoxymethyl)-N-((R)-1-(5-(2,2,2-trifluoroethoxy)pyridin-2-yl)ethyl)cy clopropanecarboxamide). Reported procedure: To a mixture of (1S*,2S*)-2-(hydroxymethyl)-N-((R)-1-(5-(2,2,2-trifluoroethoxy)pyridin-2-yl)ethyl)cy clopropanecarboxamide (30 mg, 0.094 mmol) and phenol (16.0 mg, 0.17 mmol) in tetrahydrofuran (1 mL), triphenylphosphine (45 mg, 0.17 mmol) and di-tert-butyl azodicarboxylate (28.2 mg, 0.12 mmol) were added successively. After stirring at room temperature for 1 day, the mixture was poured into water, and the aqueous layer was extracted with dichloromethane three times. The combined organic layers ... Reactants: OC[C@@H]1[C@H](C1)C(=O)N[C@H](C)C1=NC=C(C=C1)OCC(F)(F)F ((1S*,2S*)-2-(hydroxymethyl)-N-((R)-1-(5-(2,2,2-trifluoroethoxy)pyridin-2-yl)ethyl)cy clopropanecarboxamide), C1(=CC=CC=C1)O (phenol), C1(=CC=CC=C1)P(C1=CC=CC=C1)C1=CC=CC=C1 (triphenylphosphine), N(=NC(=O)OC(C)(C)C)C(=O)OC(C)(C)C (di-tert-butyl azodicarboxylate). Yield: 32.6%. RXN SMILES: [OH:1][CH2:2][C@H:3]1[CH2:5][C@@H:4]1[C:6]([NH:8][C@@H:9]([C:11]1[CH:16]=[CH:15][C:14]([O:17][CH2:18][C:19]([F:22])([F:21])[F:20])=[CH:13][N:12]=1)[CH3:10])=[O:7].[C:23]1(O)[CH:28]=[CH:27][CH:26]=[CH:25][CH:24]=1.C1(P(C2C=CC=CC=2)C2C=CC=CC=2)C=CC=CC=1.N(C(OC(C)(C)C)=O)=NC(OC(C)(C)C)=O>O1CCCC1.O>[O:1]([CH2:2][C@H:3]1[CH2:5][C@@H:4]1[C:6]([NH:8][C@@H:9]([C:11]1[CH:16]=[CH:15][C:14]([O:17][CH2:18][C:19]([F:22])([F:20])[F:21])=[CH:13][N:12]=1)[CH3:10])=[O:7])[C:23]1[CH:28]=[CH:27][CH:26]=[CH:25][CH:24]=1. Reaction conditions: time 1 day. The solvent is O1CCCC1 (tetrahydrofuran), O (water). The reactants are CN(C)CC1=CC2=C(CN(CC2)C(C2=CC=C(C=C2)OCC2=CC=CC=C2)=O)O1 (N,N-Dimethyl-[6-(4-benzyloxybenzoyl)-4,5,6,7-tetrahydrofuro[2,3-c]pyridin-2-ylmethyl]amine), Cl (hydrogen chloride). Solvent: CO (methanol), C(C)(=O)OCC (ethyl acetate). Yields the product Cl.CN(C)CC1=CC2=C(CN(CC2)C(C2=CC=C(C=C2)OCC2=CC=CC=C2)=O)O1 (N,N-dimethyl-[6-(4-benzyloxybenzoyl)-4,5,6,7-tetrahydrofuro[2,3-c]pyridin-2-ylmethyl]amine hydrochloride). As a reaction SMILES: [CH3:1][N:2]([CH2:4][C:5]1[O:29][C:8]2[CH2:9][N:10]([C:13](=[O:28])[C:14]3[CH:19]=[CH:18][C:17]([O:20][CH2:21][C:22]4[CH:27]=[CH:26][CH:25]=[CH:24][CH:23]=4)=[CH:16][CH:15]=3)[CH2:11][CH2:12][C:7]=2[CH:6]=1)[CH3:3].[ClH:30]>CO.C(OCC)(=O)C>[ClH:30].[CH3:3][N:2]([CH2:4][C:5]1[O:29][C:8]2[CH2:9][N:10]([C:13](=[O:28])[C:14]3[CH:19]=[CH:18][C:17]([O:20][CH2:21][C:22]4[CH:27]=[CH:26][CH:25]=[CH:24][CH:23]=4)=[CH:16][CH:15]=3)[CH2:11][CH2:12][C:7]=2[CH:6]=1)[CH3:1] |f:4.5|. Procedure: N,N-Dimethyl-[6-(4-benzyloxybenzoyl)-4,5,6,7-tetrahydrofuro[2,3-c]pyridin-2-ylmethyl]amine 0.470 g was dissolved in 2 ml of methanol; hydrogen chloride in ethyl acetate was added in excess, followed by stirring. This mixture was concentrated, and recrystallized from ethanol-diethyl ether to yield the desired product. Solvent: CCO (EtOH). Reaction SMILES: C([O:3][C:4](=[O:43])[CH:5]([C:10]1[CH:11]=[C:12]([C:33]2[CH:38]=[CH:37][C:36]([C:39]([F:42])([F:41])[F:40])=[CH:35][CH:34]=2)[CH:13]=[C:14]([CH:16]2[CH2:21][CH2:20][CH2:19][N:18]([CH2:22][C:23]3[CH:32]=[CH:31][C:30]4[C:25](=[CH:26][CH:27]=[CH:28][CH:29]=4)[CH:24]=3)[CH2:17]2)[CH:15]=1)[CH2:6][CH:7]([CH3:9])[CH3:8])C.[OH-].[K+]>CCO>[CH3:8][CH:7]([CH3:9])[CH2:6][CH:5]([C:10]1[CH:11]=[C:12]([C:33]2[CH:34]=[CH:35][C:36]([C:39]([F:42])([F:40])[F:41])=[CH:37][CH:38]=2)[CH:13]=[C:14]([CH:16]2[CH2:21][CH2:20][CH2:19][N:18]([CH2:22][C:23]3[CH:32]=[CH:31][C:30]4[C:25](=[CH:26][CH:27]=[CH:28][CH:29]=4)[CH:24]=3)[CH2:17]2)[CH:15]=1)[C:4]([OH:43])=[O:3] |f:1.2|. The product is CC(CC(C(=O)O)C=1C=C(C=C(C1)C1CN(CCC1)CC1=CC2=CC=CC=C2C=C1)C1=CC=C(C=C1)C(F)(F)F)C (4-Methyl-2-[5-(1-naphthalen-2-ylmethyl-piperidin-3-yl)-4′-trifluoromethyl-biphenyl-3-yl]-pentanoic acid). Conditions: temperature 78 celsius. Procedure details: To compound 46a, 4-Methyl-2-[5-(1-naphthalen-2-ylmethyl-piperidin-3-yl)-4′-trifluoromethyl-biphenyl-3-yl]-pentanoic acid ethyl ester (48.4 mg, 0.082mmol) in EtOH (4.1 ml) was added 2M KOH (0.41 ml, 0.82 mmol). The reaction was heated to 78° C. for 1.5 hour, cooled to room temperature, and concentrated in vacuo. Purification via Gilson HPLC, salt exchange with 1N HCl (aqueous) gave the product as a white lyophilate, (27 mg, 56%). 1HNMR (300 MHz, MeOD) δ ppm 0.88-0.96 (m, 7 H) 1.41-1.52 (m, J=6.59... Starting materials: compound 46a, C(C)OC(C(CC(C)C)C=1C=C(C=C(C1)C1CN(CCC1)CC1=CC2=CC=CC=C2C=C1)C1=CC=C(C=C1)C(F)(F)F)=O (4-Methyl-2-[5-(1-naphthalen-2-ylmethyl-piperidin-3-yl)-4′-trifluoromethyl-biphenyl-3-yl]-pentanoic acid ethyl ester), [OH-].[K+] (KOH). The reactants are CCCc1nn2cccc2c(=O)n1Cc1ccccc1, C1CCOC1, C[Si](C)(C)[N-][Si](C)(C)C, [K+], O=S(=O)(c1ccccc1)N1OC1c1ccccc1. Yields the product CCC(O)c1nn2cccc2c(=O)n1Cc1ccccc1. As a reaction SMILES: [CH2:1]([c:2]1[cH:3][cH:4][cH:5][cH:6][cH:7]1)[n:8]1[c:9]([CH2:18][CH2:19][CH3:20])[n:10][n:11]2[c:12]([c:13]1=[O:14])[cH:15][cH:16][cH:17]2.[CH2:49]1[O:50][CH2:51][CH2:52][CH2:53]1.[CH3:22][Si:23]([N-:24][Si:25]([CH3:26])([CH3:27])[CH3:28])([CH3:29])[CH3:30].[K+:21].[c:31]1([S:32]([N:33]2[CH:34]([c:35]3[cH:36][cH:37][cH:39][cH:40][cH:41]3)[O:42]2)(=[O:38])=[O:43])[cH:44][cH:45][cH:46][cH:47][cH:48]1>>[CH2:1]([c:2]1[cH:3][cH:4][cH:5][cH:6][cH:7]1)[n:8]1[c:9]([CH:18]([CH2:19][CH3:20])[OH:38])[n:10][n:11]2[c:12]([c:13]1=[O:14])[cH:15][cH:16][cH:17]2.